Task: describe an organic reaction: reactants, conditions, products, and yield. Dataset: the Open Reaction Database (ORD), a public repository of structured organic reaction records Starting materials: [OH-].[Na+] (sodium hydroxide), BrBr (bromine), NC(=O)C=1C=NC=CC1 (3-(aminocarbonyl)pyridine), NC(=O)C=1C(=NC(=CC1C(F)(F)F)C)Cl (3-aminocarbonyl-2-chloro-6-methyl-4-(trifluoromethyl)pyridine). Run in O (water). Reaction conditions: temperature 75 celsius. Yields the product NC=1C(=NC(=CC1C(F)(F)F)C)Cl (3-Amino-2-chloro-6-methyl-4-(trifluoromethyl)pyridine). As a reaction SMILES: [OH-].[Na+].BrBr.NC([C:8]1[C:9]([Cl:19])=[N:10][C:11]([CH3:18])=[CH:12][C:13]=1[C:14]([F:17])([F:16])[F:15])=O.[NH2:20]C(C1C=NC=CC=1)=O>O>[NH2:20][C:8]1[C:9]([Cl:19])=[N:10][C:11]([CH3:18])=[CH:12][C:13]=1[C:14]([F:17])([F:16])[F:15] |f:0.1|. Procedure: To a solution of 6.6 g of sodium hydroxide in 60 ml of water at 5° C. was added 9.3 g of bromine. When a clear solution was obtained, 9.2 g of 3-aminocarbonyl-2-chloro-6-methyl-4-(trifluoromethyl)pyridine was added quickly, maintaining the temperature below 5° C. The resulting mixture was stirred until the 3-(aminocarbonyl)pyridine dissolved (~30 min). The cooling bath was removed and the mixture was then warmed to 75° C. for 30 min. After cooling to room temperature, the 3-aminopyridine product... Reactants: CN=C=S, NCCN1CCC(Nc2nc3cncnc3n2Cc2ccc(F)cc2)CC1, C1CCOC1. Yields the product CNC(=S)NCCN1CCC(Nc2nc3cncnc3n2Cc2ccc(F)cc2)CC1. Reaction SMILES: [N:1](=[C:2]=[S:3])[CH3:4].[NH2:5][CH2:6][CH2:7][N:8]1[CH2:9][CH2:10][CH:11]([NH:14][c:15]2[n:16]([CH2:24][c:25]3[cH:26][cH:27][c:28]([F:31])[cH:29][cH:30]3)[c:17]3[n:18][cH:19][n:20][cH:21][c:22]3[n:23]2)[CH2:12][CH2:13]1.[O:32]1[CH2:33][CH2:34][CH2:35][CH2:36]1>>[NH:1]([C:2](=[S:3])[NH:5][CH2:6][CH2:7][N:8]1[CH2:9][CH2:10][CH:11]([NH:14][c:15]2[n:16]([CH2:24][c:25]3[cH:26][cH:27][c:28]([F:31])[cH:29][cH:30]3)[c:17]3[n:18][cH:19][n:20][cH:21][c:22]3[n:23]2)[CH2:12][CH2:13]1)[CH3:4].